From a dataset of the Open Reaction Database (ORD), a public repository of structured organic reaction records. describe an organic reaction: reactants, conditions, products, and yield Starting materials: O=C1CCCC(=O)O1, Nc1ccncc1, Cc1ccccc1C. Yields the product O=C1CCCC(=O)N1c1ccncc1. As a reaction SMILES: [C:1]1(=[O:8])[CH2:2][CH2:3][CH2:4][C:5](=[O:6])[O:7]1.[NH2:9][c:10]1[cH:11][cH:12][n:13][cH:14][cH:15]1.[c:16]1([CH3:17])[c:18]([CH3:19])[cH:20][cH:21][cH:22][cH:23]1>>[C:1]1(=[O:8])[CH2:2][CH2:3][CH2:4][C:5](=[O:7])[N:9]1[c:10]1[cH:11][cH:12][n:13][cH:14][cH:15]1. Starting materials: ketone, substituted or unsubstituted phenyl methyl ketone, C(C1=CC=CC=C1)#N (benzonitrile), ClC=1C=C(C=CC1)C(=O)C (methyl (3-chlorophenyl) ketone), C[Mg]Br (methylmagnesium bromide), C[Mg]Br (methylmagnesium bromide). Run in O1CCCC1 (tetrahydrofuran), O1CCCC1 (tetrahydrofuran). The product is C1(=CC=CC=C1)C(C)(C)O (2-phenylpropan-2-ol). As a reaction SMILES: Cl[C:2]1[CH:3]=[C:4]([C:8]([CH3:10])=[O:9])[CH:5]=[CH:6][CH:7]=1.[CH3:11][Mg]Br.C(#N)C1C=CC=CC=1>O1CCCC1>[C:4]1([C:8]([OH:9])([CH3:10])[CH3:11])[CH:5]=[CH:6][CH:7]=[CH:2][CH:3]=1. Reported procedure: When n is the bridging group --C(CH3)2 --, an appropriately substituted or unsubstituted phenyl methyl ketone, for example, methyl (3-chlorophenyl) ketone, is prepared by the reaction of methylmagnesium bromide and an appropriate benzonitrile in tetrahydrofuran. The ketone is in turn treated with methylmagnesium bromide in tetrahydrofuran, yielding the corresponding 2-phenylpropan-2-ol, which is then converted to the 2-bromo-2-phenylpropane by the treatment of the alcohol with lithium bromide an... Starting materials: C(C(C)C)C1=CC(=CC(=N1)C(=O)O)OC (6-isobutyl-4-methoxy-pyridine-2-carboxylic acid), C(C1=CC=CC=C1)OC1=C(C=C(C(=O)NN)C=C1C)CC (4-benzyloxy-3-ethyl-5-methyl-benzoic acid hydrazide). Product: C(C)C1=C(C(=CC(=C1)C=1OC(=NN1)C1=NC(=CC(=C1)OC)CC(C)C)C)O (2-Ethyl-4-[5-(6-isobutyl-4-methoxy-pyridin-2-yl)-[1,3,4]oxadiazol-2-yl]-6-methyl-phenol). Reaction SMILES: [CH2:1]([C:5]1[N:10]=[C:9]([C:11]([OH:13])=O)[CH:8]=[C:7]([O:14][CH3:15])[CH:6]=1)[CH:2]([CH3:4])[CH3:3].C([O:23][C:24]1[C:33]([CH3:34])=[CH:32][C:27]([C:28]([NH:30][NH2:31])=O)=[CH:26][C:25]=1[CH2:35][CH3:36])C1C=CC=CC=1>>[CH2:35]([C:25]1[CH:26]=[C:27]([C:28]2[O:13][C:11]([C:9]3[CH:8]=[C:7]([O:14][CH3:15])[CH:6]=[C:5]([CH2:1][CH:2]([CH3:3])[CH3:4])[N:10]=3)=[N:31][N:30]=2)[CH:32]=[C:33]([CH3:34])[C:24]=1[OH:23])[CH3:36]. Procedure details: The title compound is prepared in analogy to Example 18 starting from 6-isobutyl-4-methoxy-pyridine-2-carboxylic acid and 4-benzyloxy-3-ethyl-5-methyl-benzoic acid hydrazide; LC-MS: tR=1.04 min, [M+H]+=368.33. Reactants: O=C([O-])[O-], C#CCBr, CN(C)C=O, CCCc1c(O)cccc1F, [K+], [K+]. Yields the product C#CCOc1cccc(F)c1CCC. RXN SMILES: [C:16](=[O:17])([O-:18])[O-:19].[CH2:1]([C:2]#[CH:3])[Br:4].[CH3:22][N:23]([CH3:24])[CH:25]=[O:26].[F:5][c:6]1[c:7]([CH2:13][CH2:14][CH3:15])[c:8]([OH:12])[cH:9][cH:10][cH:11]1.[K+:20].[K+:21]>>[CH:1]#[C:2][CH2:3][O:12][c:8]1[c:7]([CH2:13][CH2:14][CH3:15])[c:6]([F:5])[cH:11][cH:10][cH:9]1.